This data is from the Open Reaction Database (ORD), a public repository of structured organic reaction records. The task is: describe an organic reaction: reactants, conditions, products, and yield Starting materials: [N+](=O)(O)[O-] (nitric acid), COC=1C=C(C(=O)O)C=CC1OCCCN1CCOCC1 (3-methoxy-4-(3-morpholinopropoxy)benzoic acid), C(=O)(C(F)(F)F)O (TFA). Conditions: time 1 hour. Yields the product FC(C(=O)O)(F)F.COC=1C(=CC(=C(C(=O)O)C1)[N+](=O)[O-])OCCCN1CCOCC1 (5-methoxy-4-(3-morpholinopropoxy)-2-nitrobenzoic acid trifluoroacetate). As a reaction SMILES: [N+:1]([O-:4])(O)=[O:2].[CH3:5][O:6][C:7]1[CH:8]=[C:9]([CH:13]=[CH:14][C:15]=1[O:16][CH2:17][CH2:18][CH2:19][N:20]1[CH2:25][CH2:24][O:23][CH2:22][CH2:21]1)[C:10]([OH:12])=[O:11].[C:26]([OH:32])([C:28]([F:31])([F:30])[F:29])=[O:27]>>[F:29][C:28]([F:31])([F:30])[C:26]([OH:32])=[O:27].[CH3:5][O:6][C:7]1[C:15]([O:16][CH2:17][CH2:18][CH2:19][N:20]2[CH2:21][CH2:22][O:23][CH2:24][CH2:25]2)=[CH:14][C:13]([N+:1]([O-:4])=[O:2])=[C:9]([CH:8]=1)[C:10]([OH:12])=[O:11] |f:3.4|. Procedure details: Fuming nitric acid (1.5 ml, 36.2 mmol) was added slowly at 0° C. to a solution of 3-methoxy-4-(3-morpholinopropoxy)benzoic acid (7.78 g, 23.5 mmol) in TFA (25 ml). The cooling bath was removed and the reaction mixture stirred at ambient temperature for 1 hour. The TFA was evaporated and ice was added to the residue. The precipitate was collected by filtration and washed with a minimum of water followed by toluene and ether. The solid was dried under vacuum over phosphorus pentoxide to give 5-met... Solvent: C1CCOC1 (THF). Conditions: time 1 hour. Procedure details: 15.5 ml (25.2 mmol) of t-butyllithium are added dropwise at −80° C. to a solution of 2 g (8.4 mmol) of monoferrocenylacetamide in 40 ml of THF. The mixture is subsequently warmed slowly to room temperature. After stirring for one hour at room temperqture, an excess of cyclohexyldimethylchlorosilane is added [5 ml (23 mmol) of cyclohexyldimethylchlorosilane]. The mixture is poured into 100 ml of water and extracted a number of times with ether, and the combined ether phases are washed with water.... Reaction SMILES: [C:1]([Li])([CH3:4])([CH3:3])[CH3:2].[C-:6]1([CH2:11][C:12]([NH2:14])=[O:13])[CH:10]=[CH:9][CH:8]=[CH:7]1.[CH-:15]1[CH:19]=[CH:18][CH:17]=[CH:16]1.[Fe+2:20].[CH:21]1([Si:27](C)(C)Cl)[CH2:26]CC[CH2:23][CH2:22]1.O>C1COCC1>[CH3:2][C:1]1([CH3:4])[CH2:23][CH2:22][CH:21]([SiH2:27][C-:6]2[CH:7]=[CH:8][CH:9]=[CH:10]2)[CH2:26][CH2:3]1.[C-:15]1([NH:14][C:12](=[O:13])[CH3:11])[CH:19]=[CH:18][CH:17]=[CH:16]1.[Fe+2:20] |f:1.2.3,7.8.9|. Starting materials: O (water), C(C)(C)(C)[Li] (t-butyllithium), [C-]1(C=CC=C1)CC(=O)N.[CH-]1C=CC=C1.[Fe+2] (monoferrocenylacetamide), C1(CCCCC1)[Si](Cl)(C)C (cyclohexyldimethylchlorosilane), C1(CCCCC1)[Si](Cl)(C)C (cyclohexyldimethylchlorosilane). Yields the product CC1(CCC(CC1)[SiH2][C-]1C=CC=C1)C.[C-]1(C=CC=C1)NC(C)=O.[Fe+2] (N-[1′-(Dimethylcyclohexyl)silylferrocenyl]acetamide). Starting materials: C(CCCC)C1CC[Si](CC1)(Cl)Cl (4-n-pentyl-1,1-dichloro-1-silacyclohexane), C(C)(=O)C1=CC=CC=C1 (acetophenone). Reaction conditions: time 1 hour. The product is C(CCCC)C1CC[SiH2]CC1 (4-n-pentyl-1-silacyclohexane). Reaction SMILES: [CH2:1]([CH:6]1[CH2:11][CH2:10][Si:9](Cl)(Cl)[CH2:8][CH2:7]1)[CH2:2][CH2:3][CH2:4][CH3:5].C(C1C=CC=CC=1)(=O)C>>[CH2:1]([CH:6]1[CH2:7][CH2:8][SiH2:9][CH2:10][CH2:11]1)[CH2:2][CH2:3][CH2:4][CH3:5]. Reported procedure: 14.6 g of acetyl chloride was added to a solution, in 200 ml of dichloromethane, of 30.0 g of 4-n-pentyl-1,1-diphenyl-1-silacyclohexane obtained in Preparatory Example 3 and 24.8 g of aluminium chloride at room temperature, followed by agitation for 1 hour to obtain a mixture of 4-n-pentyl-1,1-dichloro-1-silacyclohexane and acetophenone. The reaction mixture was concentrated, after which the acetophenone was distilled off under reduced pressure. The residue was dissolved in 100 ml of THF, to whi... Product: C(CC)(=O)[O-].[Cr+3].C(CC)(=O)[O-].C(CC)(=O)[O-] (chromium(III) propionate). The reactants are [Cr+6] (chromium(VI)), ammonium nitrites, alkali metal, C(CC)(=O)O (propionic acid), [Cr+3] (chromium(III)), N(=O)[O-] (nitrite), N(=O)[O-] (nitrite), [Cr+6] (chromium(VI)). Reported procedure: adding to said solution of chromium(VI) source in aqueous propionic acid a nitrite source employing sufficient nitrite source selected from the group consisting of alkali metal and ammonium nitrites to effectively reduce chromium(VI) to chromium(III) allowing sufficient time at sufficient temperature to produce a clear green solution of stabilized chromium(III) propionate; and Reaction SMILES: [Cr+6:1].N([O-])=O.[Cr+3].[C:6]([OH:10])(=[O:9])[CH2:7][CH3:8]>>[C:6]([O-:10])(=[O:9])[CH2:7][CH3:8].[Cr+3:1].[C:6]([O-:10])(=[O:9])[CH2:7][CH3:8].[C:6]([O-:10])(=[O:9])[CH2:7][CH3:8] |f:4.5.6.7|. The reactants are C(C(C)C)N(C(OCCl)=O)CC(C)C (chloromethyl N,N-diisobutylcarbamate), O[C@H](C)[C@@H]1[C@@H]2N(C(=C([C@@H]2C)S\C=C/C2=C(N=CS2)CO)C(=O)[O-])C1=O.[Na+] (sodium (1R,5S,6S)-6-((1R)-1-hydroxyethyl)-2-[[(Z)-2-(4-hydroxymethylthiazol-5-yl)ethen-1-yl]thio]-1-methyl-1-carbapen-2-em-3-carboxylate). Product: O[C@H](C)[C@@H]1[C@@H]2N(C(=C([C@@H]2C)S\C=C/C2=C(N=CS2)CO)C(=O)OCOC(=O)N(CC(C)C)CC(C)C)C1=O (N,N-diisobutylaminocarbonyloxymethyl (1R,5S,6S)-6-((1R)-1-hydroxyethyl)-2-[[(Z)-2-(4-hydroxymethylthiazol-5-yl)ethen-1-yl]thio]-1-methyl-1-carbapen-2-em-3-carboxylate). Yield: 71.5%. Reaction SMILES: [CH2:1]([N:5]([CH2:11][CH:12]([CH3:14])[CH3:13])[C:6](=[O:10])[O:7][CH2:8]Cl)[CH:2]([CH3:4])[CH3:3].[OH:15][C@@H:16]([C@H:18]1[C:38](=[O:39])[N:20]2[C:21]([C:35]([O-:37])=[O:36])=[C:22]([S:25]/[CH:26]=[CH:27]\[C:28]3[S:32][CH:31]=[N:30][C:29]=3[CH2:33][OH:34])[C@H:23]([CH3:24])[C@H:19]12)[CH3:17].[Na+]>>[OH:15][C@@H:16]([C@H:18]1[C:38](=[O:39])[N:20]2[C:21]([C:35]([O:37][CH2:8][O:7][C:6]([N:5]([CH2:11][CH:12]([CH3:14])[CH3:13])[CH2:1][CH:2]([CH3:4])[CH3:3])=[O:10])=[O:36])=[C:22]([S:25]/[CH:26]=[CH:27]\[C:28]3[S:32][CH:31]=[N:30][C:29]=3[CH2:33][OH:34])[C@H:23]([CH3:24])[C@H:19]12)[CH3:17] |f:1.2|. Procedure details: In the same manner as in step b) in Example 125, 242 mg of the title compound was prepared from 159 mg of chloromethyl N,N-diisobutylcarbamate and 241 mg of sodium (1R,5S,6S)-6-((1R)-1-hydroxyethyl)-2-[[(Z)-2-(4-hydroxymethylthiazol-5-yl)ethen-1-yl]thio]-1-methyl-1-carbapen-2-em-3-carboxylate. The reactants are COC(=O)C1=NC=C(N=C1)Cl (5-chloro-pyrazine-2-carboxylic acid methyl ester), CN1CCC(CC1)CCCN (3-(1-methyl-piperidin-4-yl)-propylamine). Run in CO (MeOH). The product is COC(=O)C1=NC=C(N=C1)NCCCC1CCN(CC1)C (5-[3-(1-Methyl-piperidin-4-yl)-propylamino]-pyrazine-2-carboxylic acid methyl ester). RXN SMILES: [CH3:1][O:2][C:3]([C:5]1[CH:10]=[N:9][C:8](Cl)=[CH:7][N:6]=1)=[O:4].[CH3:12][N:13]1[CH2:18][CH2:17][CH:16]([CH2:19][CH2:20][CH2:21][NH2:22])[CH2:15][CH2:14]1>CO>[CH3:1][O:2][C:3]([C:5]1[CH:10]=[N:9][C:8]([NH:22][CH2:21][CH2:20][CH2:19][CH:16]2[CH2:15][CH2:14][N:13]([CH3:12])[CH2:18][CH2:17]2)=[CH:7][N:6]=1)=[O:4]. Procedure details: A solution of 5-chloro-pyrazine-2-carboxylic acid methyl ester (1 equiv.) and 3-(1-methyl-piperidin-4-yl)-propylamine (1.1 equiv.) in MeOH (0.25 M) heated at 100° C. in a sealed tube for 4 h. The mixture was cooled to rt and concentrated to give a crude product which was purified by FCC.